The task is: describe an organic reaction: reactants, conditions, products, and yield. This data is from the Open Reaction Database (ORD), a public repository of structured organic reaction records. The reactants are B (borane), C1(=CC=CC=C1)N(C1=CC=CC=C1)CCCBr (3-[N,N-diphenylamino]-1-bromopropane), C1(=CC=CC=C1)[N-]C1=CC=C(C=C1)[N+](=O)[O-] (N-phenyl-N-(4-nitrophenyl)amide), BrCCC(=O)Cl (3-bromopropionyl chloride). Run in O1CCCC1 (tetrahydrofuran). The product is C1(=CC=CC=C1)N(C1=CC=C(C=C1)[N+](=O)[O-])CCCBr (3-[N-phenyl-N-(4-nitrophenyl)amino]-1-bromopropane). RXN SMILES: [C:1]1([N-:7][C:8]2[CH:13]=[CH:12][C:11]([N+:14]([O-:16])=[O:15])=[CH:10][CH:9]=2)[CH:6]=[CH:5][CH:4]=[CH:3][CH:2]=1.[Br:17][CH2:18][CH2:19][C:20](Cl)=O.B.C1(N(CCCBr)C2C=CC=CC=2)C=CC=CC=1>O1CCCC1>[C:1]1([N:7]([CH2:20][CH2:19][CH2:18][Br:17])[C:8]2[CH:13]=[CH:12][C:11]([N+:14]([O-:16])=[O:15])=[CH:10][CH:9]=2)[CH:2]=[CH:3][CH:4]=[CH:5][CH:6]=1. Reported procedure: 3-[N-phenyl-N-(4-nitrophenyl)amino]-1-bromopropane is prepared from N-phenyl-N-(4-nitrophenyl)amide with 3-bromopropionyl chloride, followed by reduction with borane in tetrahydrofuran, by a procedure analogous to the preparation of 3-[N,N-diphenylamino]-1-bromopropane in Example 2. Starting materials: C(=O)(OC(C)(C)C)N[C@@H](CC1=CC=CC=C1)C(=O)O (Nα -Boc-phenylalanine), CN1CCOCC1 (NMM), Cl.COC([C@H](N)C(C)(C)S)=O (D-penicillamine methylester hydrochloride), CN1CCOCC1 (N-methylmorpholine), C(C(C)C)OC(=O)Cl (isobutylchloroformate). Solvent: C(Cl)Cl (methylene chloride), C(C)(=O)OCC (ethyl acetate). Conditions: temperature 0 celsius, time 18 hour. Yields the product CC(C)(OC(=O)N[C@@H](CC1=CC=CC=C1)C(=O)N[C@H](C(C)(C)S)C(=O)OC)C (N-[N-[(1,1-dimethylethoxy)carbonyl]-L-phenylalanyl]-3-mercapto-D-valine, methyl ester). The yield is 91.0%. As a reaction SMILES: [C:1]([NH:8][C@H:9]([C:17]([OH:19])=O)[CH2:10][C:11]1[CH:16]=[CH:15][CH:14]=[CH:13][CH:12]=1)([O:3][C:4]([CH3:7])([CH3:6])[CH3:5])=[O:2].CN1CCOCC1.C(OC(Cl)=O)C(C)C.Cl.[CH3:36][O:37][C:38](=[O:45])[C@@H:39]([C:41]([SH:44])([CH3:43])[CH3:42])[NH2:40]>C(Cl)Cl.C(OCC)(=O)C>[CH3:7][C:4]([CH3:5])([O:3][C:1]([NH:8][C@H:9]([C:17]([NH:40][C@@H:39]([C:38]([O:37][CH3:36])=[O:45])[C:41]([SH:44])([CH3:43])[CH3:42])=[O:19])[CH2:10][C:11]1[CH:12]=[CH:13][CH:14]=[CH:15][CH:16]=1)=[O:2])[CH3:6] |f:3.4|. Procedure details: A solution of Nα -Boc-phenylalanine (10.0 in 50 mL of methylene chloride (CH2Cl2) was cooled to -78° C. under an argon atmosphere. To this magnetically-stirred solution was added N-methylmorpholine (NMM) (3.8 g, 37.7 mmol) and isobutylchloroformate (IBCF) (5.15 g, 37.7 mmol). The reaction was allowed to slowly warm to 0° C., and then was maintained at this temperature for 45 minutes. The mixture was then recooled to -78° C., and treated with 3.8 g (37.7 mmol) of NMM and 7.5 g (37.7 mmol) of D-pe...